From a dataset of the Open Reaction Database (ORD), a public repository of structured organic reaction records. describe an organic reaction: reactants, conditions, products, and yield Starting materials: C1(CC1)B(O)O (Cyclopropylboronic acid), C1(CCCCC1)P(C1=C(C=CC=C1)C1=C(C=CC=C1OC)OC)C1CCCCC1 (dicyclohexyl(2′,6′-dimethoxy-[1,1′-biphenyl]-2-yl)phosphine), C([O-])([O-])=O.[Na+].[Na+] (sodium carbonate), BrC1=CC(=C(C(=C1C1=CC=C(C=C1)F)F)OC(C)C)C=O (6-bromo-2,4′-difluoro-3-isopropoxybiphenyl-4-carbaldehyde). The reagents and catalysts are C=1C=CC(=CC1)/C=C/C(=O)/C=C/C2=CC=CC=C2.C=1C=CC(=CC1)/C=C/C(=O)/C=C/C2=CC=CC=C2.C=1C=CC(=CC1)/C=C/C(=O)/C=C/C2=CC=CC=C2.[Pd].[Pd] (tris(dibenzylideneacetone)dipalladium). The solvent is C1(=CC=CC=C1)C (toluene). Reaction conditions: temperature 100 celsius, time 16 hour. Yields the product C1(CC1)C1=CC(=C(C(=C1C1=CC=C(C=C1)F)F)OC(C)C)C=O (6-Cyclopropyl-2,4′-difluoro-3-isopropoxybiphenyl-4-carbaldehyde). Yield: 97.7%. As a reaction SMILES: [CH:1]1(B(O)O)[CH2:3][CH2:2]1.C1(P(C2CCCCC2)C2C=CC=CC=2C2C(OC)=CC=CC=2OC)CCCCC1.C(=O)([O-])[O-].[Na+].[Na+].Br[C:43]1[C:48]([C:49]2[CH:54]=[CH:53][C:52]([F:55])=[CH:51][CH:50]=2)=[C:47]([F:56])[C:46]([O:57][CH:58]([CH3:60])[CH3:59])=[C:45]([CH:61]=[O:62])[CH:44]=1>C1(C)C=CC=CC=1.C1C=CC(/C=C/C(/C=C/C2C=CC=CC=2)=O)=CC=1.C1C=CC(/C=C/C(/C=C/C2C=CC=CC=2)=O)=CC=1.C1C=CC(/C=C/C(/C=C/C2C=CC=CC=2)=O)=CC=1.[Pd].[Pd]>[CH:1]1([C:43]2[C:48]([C:49]3[CH:50]=[CH:51][C:52]([F:55])=[CH:53][CH:54]=3)=[C:47]([F:56])[C:46]([O:57][CH:58]([CH3:60])[CH3:59])=[C:45]([CH:61]=[O:62])[CH:44]=2)[CH2:3][CH2:2]1 |f:2.3.4,7.8.9.10.11|. Procedure: Cyclopropylboronic acid (13.8 g), dicyclohexyl(2′,6′-dimethoxy-[1,1′-biphenyl]-2-yl)phosphine (6.58 g), tris(dibenzylideneacetone)dipalladium (0) (7.34 g) and 2M aqueous sodium carbonate solution (120 mL) were added to a solution of 6-bromo-2,4′-difluoro-3-isopropoxybiphenyl-4-carbaldehyde (28.5 g) in toluene (250 mL) at room temperature. The mixture was stirred at 100° C. under argon atmosphere for 16 hours. The mixture was filtrated through celite. The filtrate was extracted with ethyl acetate... The reactants are BrC1=C(C=C(C=C1)C)C (4-bromo-m-xylene), O1CCOCC1 (1,4-dioxane), C([O-])([O-])=O.[Cs+].[Cs+] (cesium carbonate), potassium (2-methoxyethoxymethyl) trifluoroborate, C1(CCCCC1)P(C1=C(C=CC=C1)C1=C(C=CC=C1OC)OC)C1CCCCC1 (2-dicyclohexylphosphino-2′,6′-dimethoxybiphenyl). The reagents and catalysts are C(C)(=O)[O-].[Pd+2].C(C)(=O)[O-] (palladium (II) acetate). Run in CCCCCC (hexane), O (water), O (water). Reaction conditions: temperature 100 celsius, time 12 hour. Product: COCCOCC1=C(C=C(C=C1)C)C (2-(2,4-Dimethylbenzyloxy)ethyl methyl ether). The yield is 71.0%. As a reaction SMILES: Br[C:2]1[CH:7]=[CH:6][C:5]([CH3:8])=[CH:4][C:3]=1[CH3:9].[O:10]1[CH2:15][CH2:14][O:13][CH2:12][CH2:11]1.C(=O)([O-])[O-].[Cs+].[Cs+].C1(P(C2CCCCC2)C2C=CC=CC=2C2C(OC)=CC=CC=2OC)CCCCC1>C([O-])(=O)C.[Pd+2].C([O-])(=O)C.CCCCCC.O>[CH3:15][O:10][CH2:11][CH2:12][O:13][CH2:14][C:2]1[CH:7]=[CH:6][C:5]([CH3:8])=[CH:4][C:3]=1[CH3:9] |f:2.3.4,6.7.8|. Procedure details: To a mixture of 4-bromo-m-xylene (30 mg, 0.16 mmol, containing 2-bromo-m-xylene) and 1,4-dioxane (2 ml) were added water (0.2 ml), cesium carbonate (0.16 mg, 0.49 mmol), potassium (2-methoxyethoxymethyl) trifluoroborate (64 mg 0.32 mmol), palladium (II) acetate (3.6 mg, 0.016 mmol) and 2-dicyclohexylphosphino-2′,6′-dimethoxybiphenyl (13 mg, 0.032 mmol). Then, the reaction mixture was stirred at 100° C. (external temperature) for 12 hours. After the reaction mixture was allowed to cool at room te... Starting materials: Cc1ccccc1-n1nc(-c2ccc(F)cc2)c(Br)c1N, CCCCC([Sn])=C(CCCC)CCCC, Cc1ccccc1, c1ccc(P(c2ccccc2)(c2ccccc2)[Pd](P(c2ccccc2)(c2ccccc2)c2ccccc2)(P(c2ccccc2)(c2ccccc2)c2ccccc2)P(c2ccccc2)(c2ccccc2)c2ccccc2)cc1. Product: C=Cc1c(-c2ccc(F)cc2)nn(-c2ccccc2C)c1N. As a reaction SMILES: [Br:1][c:2]1[c:3](-[c:15]2[cH:16][cH:17][c:18]([F:21])[cH:19][cH:20]2)[n:4][n:5](-[c:8]2[c:9]([CH3:14])[cH:10][cH:11][cH:12][cH:13]2)[c:6]1[NH2:7].[CH2:22]([CH2:23][CH2:35][CH3:36])[C:24]([Sn:25])=[C:26]([CH2:27][CH2:28][CH2:29][CH3:30])[CH2:31][CH2:32][CH2:33][CH3:34].[CH3:37][c:38]1[cH:39][cH:40][cH:41][cH:42][cH:43]1.[cH:44]1[cH:45][cH:46][c:47]([P:48]([Pd:49]([P:50]([c:51]2[cH:52][cH:53][cH:54][cH:55][cH:56]2)([c:57]2[cH:58][cH:59][cH:60][cH:61][cH:62]2)[c:63]2[cH:64][cH:65][cH:66][cH:67][cH:68]2)([P:69]([c:70]2[cH:71][cH:72][cH:73][cH:74][cH:75]2)([c:76]2[cH:77][cH:78][cH:79][cH:80][cH:81]2)[c:82]2[cH:83][cH:84][cH:85][cH:86][cH:87]2)[P:88]([c:89]2[cH:90][cH:91][cH:92][cH:93][cH:94]2)([c:95]2[cH:96][cH:97][cH:98][cH:99][cH:100]2)[c:101]2[cH:102][cH:103][cH:104][cH:105][cH:106]2)([c:107]2[cH:108][cH:109][cH:110][cH:111][cH:112]2)[c:113]2[cH:114][cH:115][cH:116][cH:117][cH:118]2)[cH:119][cH:120]1>>[c:2]1([CH:22]=[CH2:23])[c:3](-[c:15]2[cH:16][cH:17][c:18]([F:21])[cH:19][cH:20]2)[n:4][n:5](-[c:8]2[c:9]([CH3:14])[cH:10][cH:11][cH:12][cH:13]2)[c:6]1[NH2:7].